Dataset: the Open Reaction Database (ORD), a public repository of structured organic reaction records. Task: describe an organic reaction: reactants, conditions, products, and yield Reactants: CS(=O)(=O)O (Methanesulfonic acid), CCOC(=O)C (EtOAc), C(C)(C)(C)OC(=O)N1CSC([C@H]1C(NCC=C)=O)(C)C ((4R)-4-allylcarbamoyl-5,5-dimethyl-thiazolidine-3-carboxylic acid tert-butyl ester). The solvent is O (H2O). Reaction conditions: time 8 hour. The product is C(C=C)NC(=O)[C@H]1NCSC1(C)C ((4R)-5,5-Dimethyl-thiazolidine-4-carboxylic acid allylamide). As a reaction SMILES: CS(O)(=O)=O.CCOC(C)=O.C(OC([N:19]1[C@H:23]([C:24](=[O:29])[NH:25][CH2:26][CH:27]=[CH2:28])[C:22]([CH3:31])([CH3:30])[S:21][CH2:20]1)=O)(C)(C)C>O>[CH2:26]([NH:25][C:24]([C@@H:23]1[C:22]([CH3:31])([CH3:30])[S:21][CH2:20][NH:19]1)=[O:29])[CH:27]=[CH2:28]. Procedure details: Methanesulfonic acid (155 mL; 2.39 mol) was added dropwise to the EtOAc solution of (4R)-4-allylcarbamoyl-5,5-dimethyl-thiazolidine-3-carboxylic acid tert-butyl ester in a 3-L flask. After stirring at room temperature overnight, the solution was cooled to 7° C. and H2O (400 mL) was poured in. The mixture was transferred to a 4-L separatory funnel [using H2O (30 mL) for rinsing] and the layers were separated. The organic fraction was extracted with H2O (190 mL). The combined H2O extracts were tra... Reaction SMILES: C(=O)(O)[O-].[K+].[C:6]1([CH2:12][C:13](Cl)=[O:14])[CH:11]=[CH:10][CH:9]=[CH:8][CH:7]=1.[NH2:16][CH2:17][CH2:18][C:19]1[CH:20]=[C:21]2[C:25](=[CH:26][C:27]=1[O:28][CH3:29])[CH2:24][CH2:23][CH2:22]2>>[C:6]1([CH2:12][C:13]([NH:16][CH2:17][CH2:18][C:19]2[CH:20]=[C:21]3[C:25](=[CH:26][C:27]=2[O:28][CH3:29])[CH2:24][CH2:23][CH2:22]3)=[O:14])[CH:11]=[CH:10][CH:9]=[CH:8][CH:7]=1 |f:0.1|. The reactants are C([O-])(O)=O.[K+] (potassium bicarbonate), C1(=CC=CC=C1)CC(=O)Cl (phenylacetyl chloride), NCCC=1C=C2CCCC2=CC1OC (5-aminoethyl-6-methoxyindan). The product is C1(=CC=CC=C1)CC(=O)NCCC=1C=C2CCCC2=CC1OC (5-Phenylacetylaminoethyl-6-methoxyindan). Procedure: Using the procedure of Example 1, but with potassium bicarbonate replacing triethylamine, phenylacetyl chloride was reacted with 5-aminoethyl-6-methoxyindan to produce the desired product. After recrystallization from ether it had a melting point of 135° C. Starting materials: Cl.NC(C(=O)O)(CC)C (2-amino-2-methylbutanoic acid HCl salt), CO (methanol). The solvent is O1CCOCC1 (dioxane). Conditions: temperature 50 celsius. Yields the product NC(C(=O)OC)(CC)C (Methyl 2-amino-2-methylbutanoate). Reaction SMILES: Cl.[NH2:2][C:3]([CH3:9])([CH2:7][CH3:8])[C:4]([OH:6])=[O:5].[CH3:10]O>O1CCOCC1>[NH2:2][C:3]([CH3:9])([CH2:7][CH3:8])[C:4]([O:6][CH3:10])=[O:5] |f:0.1|. Procedure: 2-amino-2-methylbutanoic acid HCl salt (20 g, 130.2 mmol) was suspended in 150 mL methanol. A solution of HCL (4M in dioxane was added and the mixture heated to 50° C. overnight. The mixture was cooled to room temperature and evaporated to dryness under vacuum. The resulting isovaline methyl ester (20 g) was used without further purification. 1H NMR (300 MHz, DMSO) δ 3.78-3.64 (m, 1H), 3.61 (s, 3H), 3.54-3.41 (m, 1H), 2.50 (d, J=1.6 Hz, 1H), 1.76 (s, 2H), 1.66-1.35 (m, 2H), 1.17 (s, 3H), 0.77 (t... Reactants: COC(C1=CC(=CC(=C1)OCC1=CC=CC=C1)OCC1=CC=CC=C1)=O (3,5-bis(phenylmethoxy)benzoic acid methyl ester), [OH-].[Na+] (NaOH). The solvent is CO (methanol), O1CCOCC1 (dioxane). Product: C1(=CC=CC=C1)COC=1C=C(C(=O)O)C=C(C1)OCC1=CC=CC=C1 (3,5-bis(phenylmethoxy)benzoic acid). Yield: 96.2%. Reaction SMILES: C[O:2][C:3](=[O:26])[C:4]1[CH:9]=[C:8]([O:10][CH2:11][C:12]2[CH:17]=[CH:16][CH:15]=[CH:14][CH:13]=2)[CH:7]=[C:6]([O:18][CH2:19][C:20]2[CH:25]=[CH:24][CH:23]=[CH:22][CH:21]=2)[CH:5]=1.[OH-].[Na+]>CO.O1CCOCC1>[C:20]1([CH2:19][O:18][C:6]2[CH:5]=[C:4]([CH:9]=[C:8]([O:10][CH2:11][C:12]3[CH:17]=[CH:16][CH:15]=[CH:14][CH:13]=3)[CH:7]=2)[C:3]([OH:26])=[O:2])[CH:21]=[CH:22][CH:23]=[CH:24][CH:25]=1 |f:1.2|. Procedure: A solution of 41.4 g (0.12 mol) of 3,5-bis(phenylmethoxy)benzoic acid methyl ester and 59 ml (0.36 mol) of 6N NaOH in 700 ml of methanol and 350 ml of dioxane was stirred at reflux for 17 hours. The solvents were removed at reduced pressure and the residue was dissolved in water and acidified to pH 3 with 6N HCl. The resultant solid was filtered and recrystallized from methylene chloride-methanol to give 38.6 g (97% yield, mp 211°-213°) of 3,5-bis(phenylmethoxy)benzoic acid. Starting materials: CC=1C=C(C=CC1C)NC(C1=CC(=C(C=C1)O)[N+](=O)[O-])=O (N-(3,4-dimethyl-phenyl)-4-hydroxy-3-nitrobenzamide). Reagents/catalysts: O=[Pt]=O (PtO2). Run in C(C)O (ethanol). Yields the product NC=1C=C(C(=O)NC2=CC(=C(C=C2)C)C)C=CC1O (3-amino-N-(3,4-dimethylphenyl)-4-hydroxy-benzamide). RXN SMILES: [CH3:1][C:2]1[CH:3]=[C:4]([NH:9][C:10](=[O:21])[C:11]2[CH:16]=[CH:15][C:14]([OH:17])=[C:13]([N+:18]([O-])=O)[CH:12]=2)[CH:5]=[CH:6][C:7]=1[CH3:8]>C(O)C.O=[Pt]=O>[NH2:18][C:13]1[CH:12]=[C:11]([CH:16]=[CH:15][C:14]=1[OH:17])[C:10]([NH:9][C:4]1[CH:5]=[CH:6][C:7]([CH3:8])=[C:2]([CH3:1])[CH:3]=1)=[O:21]. Reported procedure: A solution of N-(3,4-dimethyl-phenyl)-4-hydroxy-3-nitrobenzamide (700 mg) in ethanol (50 mL) was hydrogenated over PtO2 at 40 psi for 3 h. The catalyst was filtered through Celite and the filtrate evaporated to give 3-amino-N-(3,4-dimethylphenyl)-4-hydroxy-benzamide as an off-white solid, mp=220-223° C.; MS (m/z) 255 (M−1). Reactants: O, O=[N+]([O-])O, O=S(=O)(O)O, CC(CC(=O)O)c1ccccc1. The product is CC(CC(=O)O)c1ccc([N+](=O)[O-])cc1. RXN SMILES: [OH2:22].[OH:18][N+:19]([O-:20])=[O:21].[S:13](=[O:14])(=[O:15])([OH:16])[OH:17].[c:1]1([CH:7]([CH2:8][C:9](=[O:10])[OH:11])[CH3:12])[cH:2][cH:3][cH:4][cH:5][cH:6]1>>[c:1]1([CH:7]([CH2:8][C:9](=[O:10])[OH:11])[CH3:12])[cH:2][cH:3][c:4]([N+:19](=[O:18])[O-:20])[cH:5][cH:6]1. Starting materials: OC1CCC(CC1)NC(OC(C)(C)C)=O (tert-butyl N-(4-hydroxycyclohexyl)carbamate), [H-].[Na+] (sodium hydride), ClC=1N=CN=C2SC=3CC[C@H](C3C12)CC(=O)OCC (ethyl 2-[(3S)-12-chloro-7-thia-9,11-diazatricyclo[6.4.0.0[2,6]]dodeca-1(12),2(6),8,10-tetraen-3-yl]acetate). Run in O1CCCC1 (tetrahydrofuran), O1CCCC1 (tetrahydrofuran). Conditions: time 8 hour. Product: C(C)(C)(C)OC(=O)NC1CCC(CC1)OC=1N=CN=C2SC=3CC[C@H](C3C12)CC(=O)OCC (ethyl 2-[(3S)-12-[(4-[[(tert-butoxy)carbonyl]amino]cyclohexyl)oxy]-7-thia-9,11-diazatricyclo[6.4.0.0^[2,6]]dodeca-1(12),2(6),8,10-tetraen-3-yl]acetate). Isolated yield 48.9%. Reaction SMILES: [OH:1][CH:2]1[CH2:7][CH2:6][CH:5]([NH:8][C:9](=[O:15])[O:10][C:11]([CH3:14])([CH3:13])[CH3:12])[CH2:4][CH2:3]1.[H-].[Na+].Cl[C:19]1[N:20]=[CH:21][N:22]=[C:23]2[C:30]=1[C:29]1[C@H:28]([CH2:31][C:32]([O:34][CH2:35][CH3:36])=[O:33])[CH2:27][CH2:26][C:25]=1[S:24]2>O1CCCC1>[C:11]([O:10][C:9]([NH:8][CH:5]1[CH2:6][CH2:7][CH:2]([O:1][C:19]2[N:20]=[CH:21][N:22]=[C:23]3[C:30]=2[C:29]2[C@H:28]([CH2:31][C:32]([O:34][CH2:35][CH3:36])=[O:33])[CH2:27][CH2:26][C:25]=2[S:24]3)[CH2:3][CH2:4]1)=[O:15])([CH3:12])([CH3:14])[CH3:13] |f:1.2|. Procedure details: A solution of tert-butyl N-(4-hydroxycyclohexyl)carbamate (412 mg, 1.91 mmol, 1.10 equiv) in freshly distilled tetrahydrofuran (10 mL) was treated with sodium hydride (60% dispersion in mineral oil, 280 mg, 4.00 equiv) for 1 h at room temperature under nitrogen. To this mixture was then added a solution of 16.3 (510 mg, 1.72 mmol, 1.00 equiv) in dry tetrahydrofuran (5 mL) via syringe. After stirring overnight at room temperature, the reaction was then quenched with water and extracted with ethyl... As a reaction SMILES: [Br:24][CH2:25][CH2:26][CH2:27][CH2:28][Br:29].[CH3:31][N:32]([CH3:33])[CH:34]=[O:35].[ClH:30].[H-:1].[Na+:2].[O:3]=[c:4]1[nH:5][c:6]2[cH:7][cH:8][cH:9][cH:10][c:11]2[c:12](=[O:23])[n:13]1[CH2:14][c:15]1[cH:16][cH:17][c:18]([O:21][CH3:22])[cH:19][cH:20]1>>[O:3]=[c:4]1[n:5]([CH2:28][CH2:27][CH2:26][CH2:25][Br:24])[c:6]2[cH:7][cH:8][cH:9][cH:10][c:11]2[c:12](=[O:23])[n:13]1[CH2:14][c:15]1[cH:16][cH:17][c:18]([O:21][CH3:22])[cH:19][cH:20]1. Reactants: BrCCCCBr, CN(C)C=O, Cl, [H-], [Na+], COc1ccc(Cn2c(=O)[nH]c3ccccc3c2=O)cc1. The product is COc1ccc(Cn2c(=O)c3ccccc3n(CCCCBr)c2=O)cc1. The reactants are ClC=1C(=C(C=CC1)NC1=NC=NC2=CC(=C(C=C12)CNCC)OC)F (N-(3-Chloro-2-fluorophenyl)-6-[(ethylamino)methyl]-7-methoxyquinazolin-4-amine), CCOC(=O)[C@@H](C)OS(=O)(=O)C(F)(F)F (ethyl O-trifluoromethanesulfonyl-D-lactate). Yields the product ClC=1C(=C(C=CC1)NC1=NC=NC2=CC(=C(C=C12)CN([C@@H](C)C(=O)O)CC)OC)F (N-({4-[(3-chloro-2-fluorophenyl)amino]-7-methoxyquinazolin-6-yl}methyl)-N-ethyl-L-alanine). RXN SMILES: [Cl:1][C:2]1[C:3]([F:25])=[C:4]([NH:8][C:9]2[C:18]3[C:13](=[CH:14][C:15]([O:23][CH3:24])=[C:16]([CH2:19][NH:20][CH2:21][CH3:22])[CH:17]=3)[N:12]=[CH:11][N:10]=2)[CH:5]=[CH:6][CH:7]=1.CC[O:28][C:29]([C@H:31](OS(C(F)(F)F)(=O)=O)[CH3:32])=[O:30]>>[Cl:1][C:2]1[C:3]([F:25])=[C:4]([NH:8][C:9]2[C:18]3[C:13](=[CH:14][C:15]([O:23][CH3:24])=[C:16]([CH2:19][N:20]([CH2:21][CH3:22])[C@H:31]([C:29]([OH:28])=[O:30])[CH3:32])[CH:17]=3)[N:12]=[CH:11][N:10]=2)[CH:5]=[CH:6][CH:7]=1. Reported procedure: N-(3-Chloro-2-fluorophenyl)-6-[(ethylamino)methyl]-7-methoxyquinazolin-4-amine was coupled with ethyl O-trifluoromethanesulfonyl-D-lactate and hydrolysed using analogous methods to those described for the equivalent steps in Example 46 to give N-({4-[(3-chloro-2-fluorophenyl)amino]-7-methoxyquinazolin-6-yl}methyl)-N-ethyl-L-alanine; 1H NMR Spectrum: (DMSO-d6) 1.03 (t, 3H); 1.29 (d, 3H); 2.71 (q, 2H); 3.56 (q, 1H); 3.86 (d, 1H); 3.94 (m, 4H); 7.19 (s, 1H); 7.28 (t, 1H); 7.48 (m, 1H); 7.56 (m, 1H)... Reaction conditions: temperature 110 celsius. Reaction SMILES: [C:1]([CH2:6][CH2:7][CH2:8][CH2:9][O:10][C:11]1[CH:24]=[CH:23][CH:22]=[CH:21][C:12]=1[C:13]([C:15]1[CH:20]=[CH:19][CH:18]=[CH:17][CH:16]=1)=O)([O:3]CC)=[O:2].[C-:25]#[N:26].[K+].[C:28](=[O:31])([O-])[O-].[NH4+:32].[NH4+].[OH2:34]>[OH-].[Na+].CN(C=O)C>[C:1]([CH2:6][CH2:7][CH2:8][CH2:9][O:10][C:11]1[CH:24]=[CH:23][CH:22]=[CH:21][C:12]=1[C:13]1([C:15]2[CH:16]=[CH:17][CH:18]=[CH:19][CH:20]=2)[NH:32][C:25](=[O:34])[NH:26][C:28]1=[O:31])([OH:3])=[O:2] |f:1.2,3.4.5,7.8|. Starting materials: steel, C(=O)(OCC)CCCCOC1=C(C(=O)C2=CC=CC=C2)C=CC=C1 (2-(4-carbethoxybutoxy)-benzophenone), [C-]#N.[K+] (potassium cyanide), C([O-])([O-])=O.[NH4+].[NH4+] (ammonium carbonate), O (H2O). Reported procedure: A mixture of 17.8 g (0.06 mol) of 2-(4-carboxybutoxy)-benzophenone (17), 4.15 g (0.064 mol) of potassium cyanide, 17.3 g (0.18 mol) of ammonium carbonate, 24 ml of H2O, and 200 ml of DMF was placed in a steel autoclave and heated to 110° C. for 5 days. The autoclave was cooled and the contents dissolved in 800 ml of 10% aqueous sodium hydroxide solution. It was washed with two 400 ml portions of ether and acidified to pH 4.5 with 6 N hydrochloric acid. A precipitate occurred that was filtered an... The solvent is [OH-].[Na+] (sodium hydroxide), CN(C)C=O (DMF). Yields the product C(=O)(O)CCCCOC1=C(C=CC=C1)C1(C(NC(N1)=O)=O)C1=CC=CC=C1 (5-[2-(4-carboxybutoxy)-phenyl]-5-phenylhydantoin).